Dataset: the Open Reaction Database (ORD), a public repository of structured organic reaction records. Task: describe an organic reaction: reactants, conditions, products, and yield Reactants: O=C(OC1CCN(Cc2ccccc2[N+](=O)[O-])CC1)c1ccccc1, CCO. Yields the product Nc1ccccc1CN1CCC(OC(=O)c2ccccc2)CC1. RXN SMILES: [C:1]([c:2]1[cH:3][cH:4][cH:5][cH:6][cH:7]1)(=[O:8])[O:9][CH:10]1[CH2:11][CH2:12][N:13]([CH2:16][c:17]2[c:18]([N+:23]([O-:24])=[O:25])[cH:19][cH:20][cH:21][cH:22]2)[CH2:14][CH2:15]1.[CH3:26][CH2:27][OH:28]>>[C:1]([c:2]1[cH:3][cH:4][cH:5][cH:6][cH:7]1)(=[O:8])[O:9][CH:10]1[CH2:11][CH2:12][N:13]([CH2:16][c:17]2[c:18]([NH2:23])[cH:19][cH:20][cH:21][cH:22]2)[CH2:14][CH2:15]1. The reactants are Cl (hydrochloric acid), N (ammonia), COC(C[C@@H]1COC2=C1C=CC(=C2)O[C@@H]2CCC1=C(C=CC(=C21)F)Br)=O ({(S)-6-[(R)-4-bromo-7-fluoro-indan-1-yloxy]-2,3-dihydro-benzofuran-3-yl}-acetic acid methyl ester), [Cl-].COC=1C=C(C[Zn+])C=CC1 (3-methoxy-benzylzinc chloride). Reagents/catalysts: [Pd].C1(=CC=CC=C1)P(C1=CC=CC=C1)C1=CC=CC=C1.C1(=CC=CC=C1)P(C1=CC=CC=C1)C1=CC=CC=C1.C1(=CC=CC=C1)P(C1=CC=CC=C1)C1=CC=CC=C1.C1(=CC=CC=C1)P(C1=CC=CC=C1)C1=CC=CC=C1 (tetrakis(triphenylphosphine)-palladium). Run in O1CCCC1 (tetrahydrofuran). Conditions: temperature 60 celsius, time 8 hour. Yields the product COC(C[C@@H]1COC2=C1C=CC(=C2)O[C@@H]2CCC1=C(C=CC(=C21)F)CC2=CC(=CC=C2)OC)=O ({(S)-6-[(R)-7-Fluoro-4-(3-methoxy-benzyl)-indan-1-yloxy]-2,3-dihydro-benzofuran-3-yl}-acetic acid methyl ester). As a reaction SMILES: [CH3:1][O:2][C:3](=[O:26])[CH2:4][C@H:5]1[C:9]2[CH:10]=[CH:11][C:12]([O:14][C@H:15]3[C:23]4[C:18](=[C:19](Br)[CH:20]=[CH:21][C:22]=4[F:24])[CH2:17][CH2:16]3)=[CH:13][C:8]=2[O:7][CH2:6]1.[Cl-].[CH3:28][O:29][C:30]1[CH:31]=[C:32]([CH:35]=[CH:36][CH:37]=1)[CH2:33][Zn+].Cl.N>[Pd].C1(P(C2C=CC=CC=2)C2C=CC=CC=2)C=CC=CC=1.C1(P(C2C=CC=CC=2)C2C=CC=CC=2)C=CC=CC=1.C1(P(C2C=CC=CC=2)C2C=CC=CC=2)C=CC=CC=1.C1(P(C2C=CC=CC=2)C2C=CC=CC=2)C=CC=CC=1.O1CCCC1>[CH3:1][O:2][C:3](=[O:26])[CH2:4][C@H:5]1[C:9]2[CH:10]=[CH:11][C:12]([O:14][C@H:15]3[C:23]4[C:18](=[C:19]([CH2:33][C:32]5[CH:35]=[CH:36][CH:37]=[C:30]([O:29][CH3:28])[CH:31]=5)[CH:20]=[CH:21][C:22]=4[F:24])[CH2:17][CH2:16]3)=[CH:13][C:8]=2[O:7][CH2:6]1 |f:1.2,5.6.7.8.9|. Procedure details: The title compound is prepared from {(S)-6-[(R)-4-bromo-7-fluoro-indan-1-yloxy]-2,3-dihydro-benzofuran-3-yl}-acetic acid methyl ester (84 mg), 3-methoxy-benzylzinc chloride (0.5 mol/L in tetrahydrofuran, 1.2 mL) and tetrakis(triphenylphosphine)-palladium (23 mg). Degassed tetrahydrofuran (1 mL) is added under Ar atmosphere, and the mixture is heated to 60° C. and shaken at this temperature overnight. The mixture is acidified with 4 N aqueous hydrochloric acid (1 mL) and then neutralized with sat...